From a dataset of the Open Reaction Database (ORD), a public repository of structured organic reaction records. describe an organic reaction: reactants, conditions, products, and yield Starting materials: N1(CCCC1)CCCCNC(=O)C1=NC=CC(=C1)OC1=CC=C(C=C1)O (4-(4-Hydroxy-phenoxy)-pyridine-2-carboxylic acid (4-pyrrolidin-1-yl-butyl)-amide), [N+](=O)(O)[O-] (HNO3), C(=O)(O)[O-].[Na+] (NaHCO3), [N+](=O)(O)[O-] (HNO3). Solvent: CC(=O)O (HOAc). Reaction conditions: time 18 hour. Product: N1(CCCC1)CCCCNC(=O)C1=NC=CC(=C1)OC1=CC(=C(C=C1)O)[N+](=O)[O-] (4-(4-Hydroxy-3-nitro-phenoxy)-pyridine-2-carboxylic acid (4-pyrrolidin-1-yl-butyl)-amide). As a reaction SMILES: [N:1]1([CH2:6][CH2:7][CH2:8][CH2:9][NH:10][C:11]([C:13]2[CH:18]=[C:17]([O:19][C:20]3[CH:25]=[CH:24][C:23]([OH:26])=[CH:22][CH:21]=3)[CH:16]=[CH:15][N:14]=2)=[O:12])[CH2:5][CH2:4][CH2:3][CH2:2]1.[N+:27]([O-])([OH:29])=[O:28].C([O-])(O)=O.[Na+]>CC(O)=O>[N:1]1([CH2:6][CH2:7][CH2:8][CH2:9][NH:10][C:11]([C:13]2[CH:18]=[C:17]([O:19][C:20]3[CH:25]=[CH:24][C:23]([OH:26])=[C:22]([N+:27]([O-:29])=[O:28])[CH:21]=3)[CH:16]=[CH:15][N:14]=2)=[O:12])[CH2:5][CH2:4][CH2:3][CH2:2]1 |f:2.3|. Procedure: To a solution of 4-(4-hydroxy-phenoxy)-pyridine-2-carboxylic acid (4-pyrrolidin-1-yl-butyl)-amide (Step C, 2.0 g, 5.6 mmol) in HOAc (32 mL) at RT was added 70% HNO3 (0.56 g, 6.2 mmol). The reaction was stirred at RT for 18 h. An additional amount of 70% HNO3 (0.56 g, 6.2 mmol) was added dropwise over 10 min, and the reaction was stirred for 2 h, after which it was slowly added to saturated aqueous NaHCO3 and extracted with CH2Cl2. The organic layer was washed with NaHCO3 and brine, dried over Na... Reaction SMILES: C1([CH2:7][O:8][C:9]([N:11]2[CH:20]=[CH:19][N:18]3[C:13](=[CH:14][O:15][C:16]4[CH:24]=[C:23]([NH:25][C:26]([O:28]CC5C=CC=CC=5)=[O:27])[CH:22]=[CH:21][C:17]=43)[CH2:12]2)=[O:10])C=CC=CC=1.[CH2:36]([Li])[CH2:37][CH2:38][CH3:39].[C:41](OC[C@@H]1OC1)(=[O:45])[CH2:42][CH2:43]C.O1CC[CH2:53][CH2:52]1>>[C:36]1([CH2:7][O:8][C:9]([N:11]2[CH2:20][CH2:19][N:18]3[CH:13]([CH2:14][O:15][C:16]4[CH:24]=[C:23]([N:25]5[CH2:43][C@H:42]([CH2:41][OH:45])[O:28][C:26]5=[O:27])[CH:22]=[CH:21][C:17]=43)[CH2:12]2)=[O:10])[CH:53]=[CH:52][CH:39]=[CH:38][CH:37]=1. Yields the product C1(=CC=CC=C1)COC(=O)N1CC2COC3=C(N2CC1)C=CC(=C3)N3C(O[C@H](C3)CO)=O (1, 2, 4a, 5-Tetrahydro-8-[5-(R)-(hydroxymethyl)-2-oxo-3-oxazolidinyl]-pyrazino[2, 1-c][1, 4]benzoxazine-3(4H)-carboxylic acid phenylmethyl ester). The reactants are C(CCC)[Li] (n-butyl lithium), C1(=CC=CC=C1)COC(=O)N1CC2=COC3=C(N2C=C1)C=CC(=C3)NC(=O)OCC3=CC=CC=C3 ((+/-)-8-[[(Phenylmethoxy)carbonyl]amino]-pyrazino [2, 1-c] [1, 4]benzoxazine-3(4 H)-carboxylic acid phenylmethyl ester), O1CCCC1 (tetrahydrofuran), C(CCC)(=O)OC[C@H]1CO1 ((R)-glycidyl butyrate). Run at temperature -78 celsius, time 15 hour. Reported procedure: To a flame dried flask under an inert atmosphere containing 8-[[(phenylmethoxy)carbonyl]amino]-pyrazino[2, 1-c] [1, 4]benzoxazine-3(4 H)-carboxylic acid phenylmethyl ester (Step 7, 1.00 g, 2.11 mmol) in tetrahydrofuran (20 mL) cooled to -78° C. is added n-butyl lithium (1.6 M in hexanes) (1.39 mL, 2.22 mmol) followed by (R)-glycidyl butyrate (0.33 mL, 2.32 mmol). The reaction is stirred 15 hours and quenched with saturated ammonium chloride (20 mL). The aqueous phase is separated and extracted w... The reactants are CCOC(=O)C(=O)Nc1c(C)cccc1[N+](=O)[O-], CCI. Yields the product CCOC(=O)C(=O)N(CC)c1c(C)cccc1[N+](=O)[O-]. Reaction SMILES: [C:1](=[O:2])([C:3](=[O:4])[O:5][CH2:6][CH3:7])[NH:8][c:9]1[c:10]([N+:16](=[O:17])[O-:18])[cH:11][cH:12][cH:13][c:14]1[CH3:15].[CH2:19]([CH3:20])[I:21]>>[C:1](=[O:2])([C:3](=[O:4])[O:5][CH2:6][CH3:7])[N:8]([c:9]1[c:10]([N+:16](=[O:17])[O-:18])[cH:11][cH:12][cH:13][c:14]1[CH3:15])[CH2:19][CH3:20]. Starting materials: [N+](=O)([O-])C1=C2C=CC(=NC2=CC=C1)Cl (5-nitro-2-chloroquinoline), ClC1=CC=C(S1)S(=O)(=O)Cl (5-chlorothiophene-2-sulfonylchloride), N[C@@H]1CCC2=CC=CC=C12 ((R)-1-aminoindane). Product: [C@H]1(CCC2=CC=CC=C12)NC1=NC2=CC=CC(=C2C=C1)NS(=O)(=O)C=1SC(=CC1)Cl (5-Chloro-thiophene-2-sulfonic acid [2-((R)-indan-1-ylamino)-quinolin-5-yl]-amide). Reaction SMILES: [N+:1]([C:4]1[CH:13]=[CH:12][CH:11]=[C:10]2[C:5]=1[CH:6]=[CH:7][C:8](Cl)=[N:9]2)([O-])=O.[Cl:15][C:16]1[S:20][C:19]([S:21](Cl)(=[O:23])=[O:22])=[CH:18][CH:17]=1.[NH2:25][C@H:26]1[C:34]2[C:29](=[CH:30][CH:31]=[CH:32][CH:33]=2)[CH2:28][CH2:27]1>>[C@H:26]1([NH:25][C:8]2[CH:7]=[CH:6][C:5]3[C:10](=[CH:11][CH:12]=[CH:13][C:4]=3[NH:1][S:21]([C:19]3[S:20][C:16]([Cl:15])=[CH:17][CH:18]=3)(=[O:23])=[O:22])[N:9]=2)[C:34]2[C:29](=[CH:30][CH:31]=[CH:32][CH:33]=2)[CH2:28][CH2:27]1. Procedure details: The title compound, MS: m/e=456.3 (M+H+), was prepared in accordance with the general method of example 1 from 5-nitro-2-chloroquinoline, 5-chlorothiophene-2-sulfonylchloride and (R)-1-aminoindane. The reactants are C(C)(C)NC (N-isopropyl N-methylamine), [OH-].[Na+] (sodium hydroxide), C(C1=CC=CC=C1)OC(=O)N[C@@H]1C(N(CC1)[C@@H]1[C@@H](CC(CC1)=O)C(=O)OCC)=O (ethyl (1R,2S)-2-((3S)-3-Benzyloxycarbonylamino-2-oxo-pyrrolidin-1-yl)-5-oxo-cyclohexanecarboxylate), C(C1=CC=CC=C1)OC(=O)N[C@@H]1C(N(CC1)[C@@H]1[C@@H](C[C@@H](CC1)N(C)C(C)C)C(=O)OCC)=O (ethyl (1R,2S,5R)-2-((3S)-3-benzyloxycarbonylamino-2-oxo-pyrrolidin-1-yl)-5-(isopropyl-methyl-amino)-cyclohexanecarboxylate). The reagents and catalysts are CC([O-])C.CC([O-])C.CC([O-])C.CC([O-])C.[Ti+4] (Titanium tetraisopropoxide), [Pt] (Platinum). Solvent: ClCCl (dichloromethane). Reaction conditions: temperature 24 celsius. The product is C(C1=CC=CC=C1)OC(=O)N[C@@H]1C(N(CC1)[C@@H]1[C@@H](C[C@@H](CC1)N(C)C(C)C)C(=O)O)=O ((1R,2S,5R)-2-((3S)-3-Benzyloxycarbonylamino-2-oxo-pyrrolidin-1-yl)-5-(isopropyl-methyl-amino)-cyclohexanecarboxylic acid). RXN SMILES: C(OC(N[C@H]1CCN([C@H]2CCC(=O)C[C@H]2C(OCC)=O)C1=O)=O)C1C=CC=CC=1.C(NC)(C)C.[CH2:35]([O:42][C:43]([NH:45][C@H:46]1[CH2:50][CH2:49][N:48]([C@H:51]2[CH2:56][CH2:55][C@@H:54]([N:57]([CH:59]([CH3:61])[CH3:60])[CH3:58])[CH2:53][C@H:52]2[C:62]([O:64]CC)=[O:63])[C:47]1=[O:67])=[O:44])[C:36]1[CH:41]=[CH:40][CH:39]=[CH:38][CH:37]=1.[OH-].[Na+]>ClCCl.[Pt].CC(C)[O-].CC(C)[O-].CC(C)[O-].CC(C)[O-].[Ti+4]>[CH2:35]([O:42][C:43]([NH:45][C@H:46]1[CH2:50][CH2:49][N:48]([C@H:51]2[CH2:56][CH2:55][C@@H:54]([N:57]([CH:59]([CH3:61])[CH3:60])[CH3:58])[CH2:53][C@H:52]2[C:62]([OH:64])=[O:63])[C:47]1=[O:67])=[O:44])[C:36]1[CH:41]=[CH:40][CH:39]=[CH:38][CH:37]=1 |f:3.4,7.8.9.10.11|. Reported procedure: Example 1, Alternative Preparation, Step 3: Cyclohexanone 5 (206 g) was dissolved in dichloromethane (1.1 L) and charged to a hydrogenator. Titanium tetraisopropoxide (218.2 g) and N-isopropyl N-methylamine (63.64 g) were added and the mixture was stirred at ambient temperature (23 to 25° C.) for at least 5 h. Platinum catalyst (5% Pt/S/C, 15 g, approx. 7.5% relative to 5) was added and hydrogenation was performed at ˜30 psig for at least 6 h, yielding a mixture of ethyl (1R,2S,5R)-2-((S)-3-benz... Starting materials: C([O-])([O-])=O.[K+].[K+] (Potassium carbonate), [Si](C)(C)(C(C)(C)C)OCCCBr (3-(tert-butyldimethylsilyloxy)propyl bromide), ClC=1C=C(C(=O)OCC)C=C(C1O)F (ethyl 3-chloro-5-fluoro-4-hydroxybenzoate). Solvent: CN(C)C=O (DMF). Run at temperature 50 celsius. Product: [Si](C)(C)(C(C)(C)C)OCCCOC1=C(C=C(C(=O)OCC)C=C1F)Cl (ethyl 4-[3-(tert-butyldimethylsilyloxy)propoxy]-3-chloro-5-fluorobenzoate). As a reaction SMILES: C(=O)([O-])[O-].[K+].[K+].[Si:7]([O:14][CH2:15][CH2:16][CH2:17]Br)([C:10]([CH3:13])([CH3:12])[CH3:11])([CH3:9])[CH3:8].[Cl:19][C:20]1[CH:21]=[C:22]([CH:28]=[C:29]([F:32])[C:30]=1[OH:31])[C:23]([O:25][CH2:26][CH3:27])=[O:24]>CN(C=O)C>[Si:7]([O:14][CH2:15][CH2:16][CH2:17][O:31][C:30]1[C:29]([F:32])=[CH:28][C:22]([C:23]([O:25][CH2:26][CH3:27])=[O:24])=[CH:21][C:20]=1[Cl:19])([C:10]([CH3:13])([CH3:12])[CH3:11])([CH3:9])[CH3:8] |f:0.1.2|. Reported procedure: Potassium carbonate and 3-(tert-butyldimethylsilyloxy)propyl bromide were added to a DMF solution of ethyl 3-chloro-5-fluoro-4-hydroxybenzoate, and the mixture was stirred at 50° C. to obtain ethyl 4-[3-(tert-butyldimethylsilyloxy)propoxy]-3-chloro-5-fluorobenzoate.